This data is from the Open Reaction Database (ORD), a public repository of structured organic reaction records. The task is: describe an organic reaction: reactants, conditions, products, and yield Starting materials: CC[N+](CC)(CC)S(=O)(=O)N=C([O-])OC (Burgess reagent), ClC1=C(C(=CC=C1)Cl)C=1NC2=C(N1)C=CC(=C2)C(=O)NN (2-(2,6-dichloro-phenyl)-3H-benzoimidazole-5-carboxylic acid hydrazide), solution, C(=O)(Cl)Cl (phosgene), C1(=CC=CC=C1)C (toluene), N1CCCC1 (pyrrolidine), CCOP(N(C(C)C)C(C)C)O (EDIPA). The solvent is CN1CCCC1=O (NMP), C1CCOC1 (THF). Reaction conditions: temperature 60 celsius, time 8 hour. Yields the product ClC1=C(C(=CC=C1)Cl)C1=NC2=C(N1)C=C(C=C2)C=2OC(=NN2)N2CCCC2 (2-(2,6-Dichloro-phenyl)-6-(5-pyrrolidin-1-yl-[1,3,4]oxadiazol-2-yl)-1H-benzoimidazole). RXN SMILES: C(Cl)(Cl)=O.C1(C)C=CC=CC=1.N1CCCC1.CCOP(O)N(C(C)C)C(C)C.[Cl:29][C:30]1[CH:35]=[CH:34][CH:33]=[C:32]([Cl:36])[C:31]=1[C:37]1[NH:38][C:39]2[CH:45]=[C:44]([C:46]([NH:48][NH2:49])=[O:47])[CH:43]=[CH:42][C:40]=2[N:41]=1.[CH3:50][CH2:51][N+:52](S(N=C(OC)[O-])(=O)=O)([CH2:55][CH3:56])[CH2:53]C>C1COCC1.CN1C(=O)CCC1>[Cl:29][C:30]1[CH:35]=[CH:34][CH:33]=[C:32]([Cl:36])[C:31]=1[C:37]1[NH:38][C:39]2[CH:45]=[C:44]([C:46]3[O:47][C:53]([N:52]4[CH2:55][CH2:56][CH2:50][CH2:51]4)=[N:49][N:48]=3)[CH:43]=[CH:42][C:40]=2[N:41]=1. Procedure details: A 20% solution of phosgene in toluene (163 uL, 0.310 mmol) was added dropwise to a solution of pyrrolidine (51 uL, 0.620 mmol) in THF (2 mL) and EDIPA (216 uL, 1.24 mmol) at 0° C. under N2. The reaction was stirred for 20 min before the addition of 2-(2,6-dichloro-phenyl)-3H-benzoimidazole-5-carboxylic acid hydrazide (100 mg, 0.310 mmol) and NMP (1 mL). The ice bath was removed after 2 hr and the reaction allowed to stir overnight. The reaction was heated to 60° C. for 1.5 hr before being concen...